This data is from the Open Reaction Database (ORD), a public repository of structured organic reaction records. The task is: describe an organic reaction: reactants, conditions, products, and yield RXN SMILES: [N:1]1[CH:6]=[CH:5][CH:4]=[C:3]([N:7]2[C:11]3[CH:12]=[CH:13][CH:14]=[CH:15][C:10]=3[NH:9][C:8]2=[O:16])[CH:2]=1.[H-].[Na+].[CH2:19]([N:21]1[C:27](=[O:28])[C:26]([CH3:30])([CH3:29])[C:25](=[O:31])[N:24]([CH3:32])[C:23]2[CH:33]=[C:34]([O:37][CH2:38][CH2:39][CH2:40]I)[CH:35]=[CH:36][C:22]1=2)[CH3:20].C(O)C.[ClH:45]>CN(C=O)C.C(O)(C)C>[ClH:45].[CH2:19]([N:21]1[C:27](=[O:28])[C:26]([CH3:29])([CH3:30])[C:25](=[O:31])[N:24]([CH3:32])[C:23]2[CH:33]=[C:34]([O:37][CH2:38][CH2:39][CH2:40][N:9]3[C:10]4[CH:15]=[CH:14][CH:13]=[CH:12][C:11]=4[N:7]([C:3]4[CH:2]=[N:1][CH:6]=[CH:5][CH:4]=4)[C:8]3=[O:16])[CH:35]=[CH:36][C:22]1=2)[CH3:20] |f:1.2,4.5,8.9|. Solvent: C(C)(C)O (isopropyl alcohol), CN(C)C=O (DMF). The product is Cl.C(C)N1C2=C(N(C(C(C1=O)(C)C)=O)C)C=C(C=C2)OCCCN2C(N(C1=C2C=CC=C1)C=1C=NC=CC1)=O (1-ethyl-3,3,5-trimethyl-7-[3-(2-oxo-3-(pyridin-3-yl)-2,3-dihydrobenzimidazol-1-yl)propoxy]-1,5-dihydrobenzo[b][1,4]diazepine-2,4-dione hydrochloride). Conditions: time 30 minute. Reactants: C(C)O.Cl (hydrogen chloride ethanol), N1=CC(=CC=C1)N1C(NC2=C1C=CC=C2)=O (1-(Pyridin-3-yl)-1,3-dihydrobenzimidazole-2-one), ice water, [H-].[Na+] (Sodium hydride), C(C)N1C2=C(N(C(C(C1=O)(C)C)=O)C)C=C(C=C2)OCCCI (1-Ethyl-7-(3-iodopropoxy)-3,3,5-trimethyl-1,5-dihydrobenzo[b][1,4]diazepine-2,4-dione), Ether. Procedure details: 1-(Pyridin-3-yl)-1,3-dihydrobenzimidazole-2-one(0.2 g) was suspended in DMF(6 ml). Sodium hydride (55% in oil, 48 mg) was added under ice cooling, and the mixture was stirred at room temperature for 30 minutes. 1-Ethyl-7-(3-iodopropoxy)-3,3,5-trimethyl-1,5-dihydrobenzo[b][1,4]diazepine-2,4-dione(0.45 g) was added to the mixture. The mixture was stirred at room temperature for 3 hours. The reaction mixture was poured to ice water(100 ml), followed by extraction with ethyl acetate. The organic lay... The reactants are O1CCC(=CC1)C=1C(=NC(=NC1)N1CCC(CC1)CO)OC1CN(C1)C1=NC2=CC=CC=C2C=C1 ((1-(5-(3,6-dihydro-2H-pyran-4-yl)-4-((1-(quinolin-2-yl)azetidin-3-yl)oxy)pyrimidin-2-yl)piperidin-4-yl)methanol). Reagents/catalysts: [Pd] (Pd—C). The solvent is CO (MeOH). Run at time 6 hour. Product: N1=C(C=CC2=CC=CC=C12)N1CC(C1)OC1=NC(=NC=C1C1CCOCC1)N1CCC(CC1)CO ((1-(4-((1-(quinolin-2-yl)azetidin-3-yl)oxy)-5-(tetrahydro-2H-pyran-4-yl)pyrimidin-2-yl)piperidin-4-yl)methanol). The yield is 90.5%. As a reaction SMILES: [O:1]1[CH2:6][CH:5]=[C:4]([C:7]2[C:8]([O:21][CH:22]3[CH2:25][N:24]([C:26]4[CH:35]=[CH:34][C:33]5[C:28](=[CH:29][CH:30]=[CH:31][CH:32]=5)[N:27]=4)[CH2:23]3)=[N:9][C:10]([N:13]3[CH2:18][CH2:17][CH:16]([CH2:19][OH:20])[CH2:15][CH2:14]3)=[N:11][CH:12]=2)[CH2:3][CH2:2]1>CO.[Pd]>[N:27]1[C:28]2[C:33](=[CH:32][CH:31]=[CH:30][CH:29]=2)[CH:34]=[CH:35][C:26]=1[N:24]1[CH2:25][CH:22]([O:21][C:8]2[C:7]([CH:4]3[CH2:3][CH2:2][O:1][CH2:6][CH2:5]3)=[CH:12][N:11]=[C:10]([N:13]3[CH2:18][CH2:17][CH:16]([CH2:19][OH:20])[CH2:15][CH2:14]3)[N:9]=2)[CH2:23]1. Procedure: A mixture of (1-(5-(3,6-dihydro-2H-pyran-4-yl)-4-((1-(quinolin-2-yl)azetidin-3-yl)oxy)pyrimidin-2-yl)piperidin-4-yl)methanol (100 mg, 0.21 mmol) and wet Pd—C (50%, 50 mg) in MeOH (10 mL) was stirred under H2 (30 psi) at room temperature for 6 hours then the reaction mixture was filtered through CELITE® and washed with MeOH. The filtrate was concentrated in vacuo to give (1-(4-((1-(quinolin-2-yl)azetidin-3-yl)oxy)-5-(tetrahydro-2H-pyran-4-yl)pyrimidin-2-yl)piperidin-4-yl)methanol (90 mg, 0.19 mmo... Starting materials: O=C(O)C(Cc1ccc(O)cc1)NCc1ccccc1, COC1=C(OC)C(=O)C(CCC(=O)Oc2ccc([N+](=O)[O-])cc2)=C(C)C1=O. Product: COC1=C(OC)C(=O)C(CCC(=O)NC(Cc2ccc(O)cc2)C(=O)O)=C(C)C1=O. As a reaction SMILES: [CH2:28]([c:29]1[cH:30][cH:31][cH:32][cH:33][cH:34]1)[NH:35][CH:36]([CH2:37][c:38]1[cH:39][cH:40][c:41]([OH:44])[cH:42][cH:43]1)[C:45](=[O:46])[OH:47].[CH3:1][O:2][C:3]1=[C:8]([O:9][CH3:10])[C:7](=[O:11])[C:6]([CH3:12])=[C:5]([CH2:13][CH2:14][C:15]([O:17][c:16]2[cH:18][cH:19][c:20]([N+:21]([O-:22])=[O:23])[cH:24][cH:25]2)=[O:26])[C:4]1=[O:27]>>[CH3:1][O:2][C:3]1=[C:8]([O:9][CH3:10])[C:7](=[O:11])[C:6]([CH3:12])=[C:5]([CH2:13][CH2:14][C:15](=[O:17])[NH:35][CH:36]([CH2:37][c:38]2[cH:39][cH:40][c:41]([OH:44])[cH:42][cH:43]2)[C:45](=[O:46])[OH:47])[C:4]1=[O:27]. The reactants are CC=1C(=NC2=CC=CC=C2N1)O (3-methyl-2-quinoxalinol), [N+](#[C-])CC1=NOC(=N1)C (3-isocyanomethyl-5-methyl-1,2,4-oxadiazole), Compound 8. Yields the product CC=1C=2N(C3=CC=CC=C3N1)C=NC2C2=NOC(=N2)C (4-Methyl-3-(5-methyl-1,2,4-oxadiazol-3-yl)-imidazo[1,5-a]quinoxaline). Reaction SMILES: [CH3:1][C:2]1[C:3](O)=[N:4][C:5]2[C:10]([N:11]=1)=[CH:9][CH:8]=[CH:7][CH:6]=2.[N+:13]([CH2:15][C:16]1[N:20]=[C:19]([CH3:21])[O:18][N:17]=1)#[C-:14]>>[CH3:1][C:2]1[C:3]2[N:4]([CH:14]=[N:13][C:15]=2[C:16]2[N:20]=[C:19]([CH3:21])[O:18][N:17]=2)[C:5]2[C:10]([N:11]=1)=[CH:9][CH:8]=[CH:7][CH:6]=2. Reported procedure: M.p. 192°-193° C., from 3-methyl-2-quinoxalinol and 3-isocyanomethyl-5-methyl-1,2,4-oxadiazole. (Compound 8)